Dataset: the Open Reaction Database (ORD), a public repository of structured organic reaction records. Task: describe an organic reaction: reactants, conditions, products, and yield Starting materials: CCN(C(C)C)C(C)C (DIEA), CC1=CNC2=NC=C(C(=C21)N2CCNCC2)C2=CC=CC=C2 (3-Methyl-5-phenyl-4-(piperazin-1-yl)-1H-pyrrolo[2,3-b]pyridine), CCN=C=NCCCN(C)C (EDCI), NC(C[C@@H](C(=O)N1CCN(CC1)C1=C2C(=NC=C1C1=CC(=CC=C1)F)NC=C2)C2=CC=C(C=C2)Cl)(C)C ((R)-4-amino-2-(4-chlorophenyl)-1-(4-(5-(3-fluorophenyl)-1H-pyrrolo[2,3-b]pyridin-4-yl)piperazin-1-yl)-4-methylpentan-1-one), C=1C=CC2=C(C1)N=NN2O.O (HOBT H2O), C(=O)([O-])[O-].[Na+].[Na+] (Na2CO3). Run in C(Cl)Cl (DCM). Reaction conditions: time 18 hour. The product is ClC1=CC=C(C=C1)[C@@H](CC(C)(C)NC(OC(C)(C)C)=O)C(=O)N1CCN(CC1)C1=C2C(=NC=C1C1=CC=CC=C1)NC=C2C ((R)-tert-butyl 4-(4-chlorophenyl)-2-methyl-5-(4-(3-methyl-5-phenyl-1H-pyrrolo[2,3-b]pyridin-4-yl)piperazin-1-yl)-5-oxopentan-2-ylcarbamate). Yield: 59.3%. Reaction SMILES: [CH3:1][C:2]1[C:10]2C(=NC=C(C3C=CC=CC=3)C=2N2CCNCC2)N[CH:3]=1.[NH2:23][C:24]([CH3:59])([CH3:58])[CH2:25][C@H:26]([C:51]1[CH:56]=[CH:55][C:54]([Cl:57])=[CH:53][CH:52]=1)[C:27]([N:29]1[CH2:34][CH2:33][N:32]([C:35]2[C:40]([C:41]3[CH:46]=[CH:45][CH:44]=[C:43](F)[CH:42]=3)=[CH:39][N:38]=[C:37]3[NH:48][CH:49]=[CH:50][C:36]=23)[CH2:31][CH2:30]1)=[O:28].C1C=CC2N(O)N=NC=2C=1.O.CCN=C=NCCCN(C)C.[CH3:82]CN(C(C)C)C(C)C.[C:91]([O-:94])([O-])=[O:92].[Na+].[Na+]>C(Cl)Cl>[Cl:57][C:54]1[CH:55]=[CH:56][C:51]([C@H:26]([C:27]([N:29]2[CH2:34][CH2:33][N:32]([C:35]3[C:40]([C:41]4[CH:46]=[CH:45][CH:44]=[CH:43][CH:42]=4)=[CH:39][N:38]=[C:37]4[NH:48][CH:49]=[C:50]([CH3:82])[C:36]=34)[CH2:31][CH2:30]2)=[O:28])[CH2:25][C:24]([NH:23][C:91](=[O:92])[O:94][C:2]([CH3:10])([CH3:3])[CH3:1])([CH3:59])[CH3:58])=[CH:52][CH:53]=1 |f:2.3,6.7.8|. Procedure: 3-Methyl-5-phenyl-4-(piperazin-1-yl)-1H-pyrrolo[2,3-b]pyridine (0.040 g, 0.110 mmol, see Example 15), (R)-4-(tert-butoxycarbonylamino)-2-(4-chlorophenyl)-4-methylpentanoic acid (0.0412 g, 0.120 mmol, Example 12), HOBT-H2O (0.0235 g, 0.153 mmol), and EDCI (0.0273 g, 0.142 mmol) were placed in DCM (5 mL) at room temperature. DIEA (d 0.742; 0.0954 mL, 0.548 mmol) was then added, and the reaction was stirred at room temperature for 18 hours. The reaction was then poured into saturated Na2CO3 and ext... Starting materials: C(CC)OC1=C(N=CC(=N1)C(=O)O)N1CCCC1 (6-Propoxy-5-pyrrolidin-1-yl-pyrazine-2-carboxylic acid), COC(=O)C1=NC(=C(N=C1)Cl)Br (6-bromo-5-chloro-pyrazine-2-carboxylic acid methyl ester), FC1=CC=C(C=C1)CO ((4-fluoro-phenyl)-methanol), N1CCCC1 (pyrrolidine), [OH-].[K+] (KOH). Product: FC1=CC=C(COC2=C(N=CC(=N2)C(=O)O)N2CCCC2)C=C1 (6-(4-Fluoro-benzyloxy)-5-pyrrolidin-1-yl-pyrazine-2-carboxylic acid). Isolated yield 13.0%. As a reaction SMILES: [CH2:1]([O:4][C:5]1[N:10]=[C:9]([C:11]([OH:13])=[O:12])[CH:8]=[N:7][C:6]=1[N:14]1[CH2:18][CH2:17][CH2:16][CH2:15]1)[CH2:2][CH3:3].COC(C1C=NC(Cl)=C(Br)N=1)=O.[F:31][C:32]1[CH:37]=CC(CO)=[CH:34][CH:33]=1.N1CCCC1.[OH-].[K+]>>[F:31][C:32]1[CH:33]=[CH:34][C:2]([CH2:1][O:4][C:5]2[N:10]=[C:9]([C:11]([OH:13])=[O:12])[CH:8]=[N:7][C:6]=2[N:14]2[CH2:18][CH2:17][CH2:16][CH2:15]2)=[CH:3][CH:37]=1 |f:4.5|. Procedure details: In analogy to the procedure described for the synthesis of 6-propoxy-5-pyrrolidin-1-yl-pyrazine-2-carboxylic acid (example 10, step c), the title compound was synthesized from 6-bromo-5-chloro-pyrazine-2-carboxylic acid methyl ester, (4-fluoro-phenyl)-methanol (commercially available), pyrrolidine (commercially available) and subsequent saponification with KOH in 13% yield. m/z (ES+): 318.0 (M+H). Starting materials: C(C)(C)(C)SC(C(C(=O)[O-])(F)F)(F)F.[Na+] (sodium 3-t-butylthiotetrafluoropropionate), S(=O)(=O)(OC)OC (dimethyl sulfate). Reaction conditions: time 8 hour. Yields the product C(C)(C)(C)SC(C(C(=O)OC)(F)F)(F)F (methyl 3-t-butylthiotetrafluoropropionate). The yield is 42.0%. As a reaction SMILES: [C:1]([S:5][C:6]([F:14])([F:13])[C:7]([F:12])([F:11])[C:8]([O-:10])=[O:9])([CH3:4])([CH3:3])[CH3:2].[Na+].S(OC)(O[CH3:20])(=O)=O>>[C:1]([S:5][C:6]([F:14])([F:13])[C:7]([F:11])([F:12])[C:8]([O:10][CH3:20])=[O:9])([CH3:4])([CH3:2])[CH3:3] |f:0.1|. Procedure: The resulting dark solution, which contained sodium 3-t-butylthiotetrafluoropropionate, was stirred with 69.3 g (0.55 mole) of dimethyl sulfate while the temperature was maintained at 30°. After an initial exothermic reaction subsided, the mixture was stirred overnight and then distilled to give a crude product with bp about 45° (2 mm, 2.6×10-1 kPa). The distillate was washed with 1 liter of water, dried and fractionated to give 52.1 g (42%) of methyl 3-t-butylthiotetrafluoropropionate, bp 55° (... Reactants: Cc1cc(-c2ccc(Cl)cc2)cc(Cl)n1, Ic1c[nH]cn1. Product: Cc1cc(-c2ccc(Cl)cc2)cc(-n2cnc(I)c2)n1. Reaction SMILES: [Cl:1][c:2]1[n:3][c:4]([CH3:15])[cH:5][c:6](-[c:8]2[cH:9][cH:10][c:11]([Cl:14])[cH:12][cH:13]2)[cH:7]1.[I:16][c:17]1[n:18][cH:19][nH:20][cH:21]1>>[c:2]1(-[n:20]2[cH:19][n:18][c:17]([I:16])[cH:21]2)[n:3][c:4]([CH3:15])[cH:5][c:6](-[c:8]2[cH:9][cH:10][c:11]([Cl:14])[cH:12][cH:13]2)[cH:7]1. Starting materials: FC(C1=C(CN2CCC(CC2)\C=C/2\C(=NC(S2)=O)NCC2CC2)C=CC(=C1)C(F)(F)F)(F)F ((5Z)-5-({1-[2,4-bis(trifluoromethyl)benzyl]piperidin-4-yl}methylidene)-4-[(cyclopropylmethyl)amino]-1,3-thiazol-2(5H)-one), C(\C=C\C(=O)O)(=O)O (fumaric acid). The solvent is C(C)O (ethanol). Conditions: temperature 80 celsius, time 20 minute. Yields the product C(\C=C\C(=O)O)(=O)O.FC(C1=C(CN2CCC(CC2)\C=C/2\C(=NC(S2)=O)NCC2CC2)C=CC(=C1)C(F)(F)F)(F)F ((5Z)-5-({1-[2,4-bis(trifluoromethyl)benzyl]piperidin-4-yl}methylidene)-4-[(cyclopropylmethyl)amino]-1,3-thiazol-2(5H)-one fumarate). Yield: 63.4%. As a reaction SMILES: [F:1][C:2]([F:33])([F:32])[C:3]1[CH:27]=[C:26]([C:28]([F:31])([F:30])[F:29])[CH:25]=[CH:24][C:4]=1[CH2:5][N:6]1[CH2:11][CH2:10][CH:9](/[CH:12]=[C:13]2/[C:14]([NH:19][CH2:20][CH:21]3[CH2:23][CH2:22]3)=[N:15][C:16](=[O:18])[S:17]/2)[CH2:8][CH2:7]1.[C:34]([OH:41])(=[O:40])/[CH:35]=[CH:36]/[C:37]([OH:39])=[O:38]>C(O)C>[C:34]([OH:41])(=[O:40])/[CH:35]=[CH:36]/[C:37]([OH:39])=[O:38].[F:33][C:2]([F:1])([F:32])[C:3]1[CH:27]=[C:26]([C:28]([F:30])([F:31])[F:29])[CH:25]=[CH:24][C:4]=1[CH2:5][N:6]1[CH2:11][CH2:10][CH:9](/[CH:12]=[C:13]2/[C:14]([NH:19][CH2:20][CH:21]3[CH2:22][CH2:23]3)=[N:15][C:16](=[O:18])[S:17]/2)[CH2:8][CH2:7]1 |f:3.4|. Procedure details: To a solution of (5Z)-5-({1-[2,4-bis(trifluoromethyl)benzyl]piperidin-4-yl}methylidene)-4-[(cyclopropylmethyl)amino]-1,3-thiazol-2(5H)-one (1.94 g) in ethanol (15 mL) was added fumaric acid (458 mg). The reaction mixture was stirred at 80° C. for 20 min, the solvent was evaporated under reduced pressure, and the residue was recrystallized from ethanol/heptane to give the title compound (1.52 g).